From a dataset of the Open Reaction Database (ORD), a public repository of structured organic reaction records. describe an organic reaction: reactants, conditions, products, and yield Yield: 60.2%. Reactants: C(C)(=O)OCC (ethyl acetate), COC(C1=C(C=CC=C1)CBr)=O (2-bromomethyl-benzoic acid methyl ester), O(C1=CC=CC=C1)C1=CC=C(CN)C=C1 (4-phenoxy-benzylamine), C(=O)([O-])[O-].[K+].[K+] (K2CO3). RXN SMILES: CO[C:3](=[O:12])[C:4]1[CH:9]=[CH:8][CH:7]=[CH:6][C:5]=1[CH2:10]Br.[O:13]([C:20]1[CH:27]=[CH:26][C:23]([CH2:24][NH2:25])=[CH:22][CH:21]=1)[C:14]1[CH:19]=[CH:18][CH:17]=[CH:16][CH:15]=1.C([O-])([O-])=O.[K+].[K+].C(OCC)(=O)C>C1(C)C=CC=CC=1.CCCCCC>[O:13]([C:20]1[CH:21]=[CH:22][C:23]([CH2:24][N:25]2[CH2:10][C:5]3[C:4](=[CH:9][CH:8]=[CH:7][CH:6]=3)[C:3]2=[O:12])=[CH:26][CH:27]=1)[C:14]1[CH:15]=[CH:16][CH:17]=[CH:18][CH:19]=1 |f:2.3.4|. Product: O(C1=CC=CC=C1)C1=CC=C(CN2C(C3=CC=CC=C3C2)=O)C=C1 (2-(4-phenoxy-benzyl)-2,3-dihydro-isoindol-1-one). The solvent is C1(=CC=CC=C1)C (toluene), CCCCCC (hexane). Procedure: A mixture of 2-bromomethyl-benzoic acid methyl ester (0.115 g, 0.5 mmol), 4-phenoxy-benzylamine (0.106 mL, 0.6 mmol), and K2CO3 (0.207 g, 1.5 mmol) in toluene (3 mL) was heated with stirring at 100° C. for 2 h. Workup and silica gel column chromatography using 30% ethyl acetate in hexane afforded 2-(4-phenoxy-benzyl)-2,3-dihydro-isoindol-1-one (0.095 g, 61%). 1H NMR (300 MHz, CDCl3): δ (ppm) 4.28 (s, 2H), 4.79 (s, 2H), 6.98-7.54 (m, 12H), 7.89 (d, 1H). GC-MS: m/z 315 (M)+. Conditions: temperature 100 celsius, time 2 hour. Starting materials: C1CCNC1, COc1cc2c(Oc3ccc4[nH]c(C)cc4c3)ncnc2cc1OCCN1CCN(C(=O)CCl)CC1, [I-], [K+], CN(C)C=O. Product: COc1cc2c(Oc3ccc4[nH]c(C)cc4c3)ncnc2cc1OCCN1CCN(C(=O)CN2CCCC2)CC1. RXN SMILES: [CH2:37]1[CH2:38][CH2:39][NH:40][CH2:41]1.[Cl:1][CH2:2][C:3](=[O:4])[N:5]1[CH2:6][CH2:7][N:8]([CH2:11][CH2:12][O:13][c:14]2[c:15]([O:35][CH3:36])[cH:16][c:17]3[c:18]([O:24][c:25]4[cH:26][c:27]5[cH:28][c:29]([CH3:34])[nH:30][c:31]5[cH:32][cH:33]4)[n:19][cH:20][n:21][c:22]3[cH:23]2)[CH2:9][CH2:10]1.[I-:43].[K+:42].[O:44]=[CH:45][N:46]([CH3:47])[CH3:48]>>[CH2:2]([C:3](=[O:4])[N:5]1[CH2:6][CH2:7][N:8]([CH2:11][CH2:12][O:13][c:14]2[c:15]([O:35][CH3:36])[cH:16][c:17]3[c:18]([O:24][c:25]4[cH:26][c:27]5[cH:28][c:29]([CH3:34])[nH:30][c:31]5[cH:32][cH:33]4)[n:19][cH:20][n:21][c:22]3[cH:23]2)[CH2:9][CH2:10]1)[N:40]1[CH2:39][CH2:38][CH2:37][CH2:41]1. The reactants are ClCCl, Cc1cc(C(N)=O)ncc1C(c1c(F)ccc(F)c1F)S(=O)c1ccc(F)cc1, O=C(OO)c1cccc(Cl)c1. The product is Cc1cc(C(N)=O)ncc1C(c1c(F)ccc(F)c1F)S(=O)(=O)c1ccc(F)cc1. Reaction SMILES: [CH2:41]([Cl:42])[Cl:43].[F:1][c:2]1[cH:3][cH:4][c:5]([S:8](=[O:9])[CH:10]([c:11]2[c:12]([CH3:20])[cH:13][c:14]([C:17](=[O:18])[NH2:19])[n:15][cH:16]2)[c:21]2[c:22]([F:29])[c:23]([F:28])[cH:24][cH:25][c:26]2[F:27])[cH:6][cH:7]1.[OH:30][O:31][C:32]([c:33]1[cH:34][c:35]([Cl:36])[cH:37][cH:38][cH:39]1)=[O:40]>>[F:1][c:2]1[cH:3][cH:4][c:5]([S:8](=[O:9])([CH:10]([c:11]2[c:12]([CH3:20])[cH:13][c:14]([C:17](=[O:18])[NH2:19])[n:15][cH:16]2)[c:21]2[c:22]([F:29])[c:23]([F:28])[cH:24][cH:25][c:26]2[F:27])=[O:30])[cH:6][cH:7]1. The reactants are C(C)(C)OC1=CC(=CC2=C1CC(O2)COS(=O)(=O)C2=CC=C(C=C2)C)C(NC2=NN(C=C2)C)=O (toluene-4-sulfonic acid 4-isopropoxy-6-(1-methyl-1H-pyrazol-3-ylcarbamoyl)-2,3-dihydro-benzofuran-2-ylmethyl ester), CC[O-].[Na+] (NaOEt). Solvent: CCO (EtOH). Conditions: temperature 50 celsius. Yields the product CN1N=C(C=C1)NC(=O)C1=CC2=C(CC(O2)COCC)C(=C1)OC(C)C (2-Ethoxymethyl-4-isopropoxy-2,3-dihydro-benzofuran-6-carboxylic acid (1-methyl-1H-pyrazol-3-yl)-amide). The yield is 36.0%. RXN SMILES: [CH:1]([O:4][C:5]1[C:10]2[CH2:11][CH:12]([CH2:14][O:15]S(C3C=CC(C)=CC=3)(=O)=O)[O:13][C:9]=2[CH:8]=[C:7]([C:26](=[O:34])[NH:27][C:28]2[CH:32]=[CH:31][N:30]([CH3:33])[N:29]=2)[CH:6]=1)([CH3:3])[CH3:2].[CH3:35][CH2:36][O-].[Na+]>CCO>[CH3:33][N:30]1[CH:31]=[CH:32][C:28]([NH:27][C:26]([C:7]2[CH:6]=[C:5]([O:4][CH:1]([CH3:3])[CH3:2])[C:10]3[CH2:11][CH:12]([CH2:14][O:15][CH2:35][CH3:36])[O:13][C:9]=3[CH:8]=2)=[O:34])=[N:29]1 |f:1.2|. Procedure details: To a solution of toluene-4-sulfonic acid 4-isopropoxy-6-(1-methyl-1H-pyrazol-3-ylcarbamoyl)-2,3-dihydro-benzofuran-2-ylmethyl ester (216a) (84 mg, 0.17 mmol) in anhydrous EtOH (2 mL) was added NaOEt (1.5 mL, 21% wt). The mixture was heated at 50° C. for 4 hr, then quenched with H2O and extracted with 3× EtOAc. The organic layers were washed with 2× H2O, dried over Na2SO4, and concentrated. The residue was purified by reverse phase HPLC to give a white glass (22 mg, 36% yield). 1H NMR (400 MHz, C... Starting materials: COC(=O)Cl, CCN(C(C)C)C(C)C, ClCCl, COC(=O)C1CCNC(c2ccc(C(F)(F)F)cc2)C1. The product is COC(=O)C1CCN(C(=O)OC)C(c2ccc(C(F)(F)F)cc2)C1. As a reaction SMILES: [C:30]([O:31][CH3:32])(=[O:33])[Cl:34].[CH:21]([N:22]([CH2:23][CH3:24])[CH:25]([CH3:26])[CH3:27])([CH3:28])[CH3:29].[Cl:35][CH2:36][Cl:37].[F:1][C:2]([c:3]1[cH:4][cH:5][c:6]([CH:9]2[NH:10][CH2:11][CH2:12][CH:13]([C:15](=[O:16])[O:17][CH3:18])[CH2:14]2)[cH:7][cH:8]1)([F:19])[F:20]>>[F:1][C:2]([c:3]1[cH:4][cH:5][c:6]([CH:9]2[N:10]([C:30]([O:31][CH3:32])=[O:33])[CH2:11][CH2:12][CH:13]([C:15](=[O:16])[O:17][CH3:18])[CH2:14]2)[cH:7][cH:8]1)([F:19])[F:20].